The task is: describe an organic reaction: reactants, conditions, products, and yield. This data is from the Open Reaction Database (ORD), a public repository of structured organic reaction records. Solvent: CN(C(C)=O)C (N,N-dimethylacetamide). Yield: 87.0%. Reagents/catalysts: C1/C=C\CC/C=C\C1.C1/C=C\CC/C=C\C1.[Ni] (bis(1,5-cyclooctadiene)nickel). As a reaction SMILES: [CH3:1][O:2][C:3]1[CH:8]=[CH:7][C:6](B(O)O)=[CH:5][CH:4]=1.Br[CH2:13][CH2:14][CH2:15][CH2:16][CH2:17][CH2:18][CH2:19][CH3:20].P([O-])([O-])([O-])=O.[K+].[K+].[K+].CN1C=CN=C1CC1N(C)C=CN=1.Cl>C1CC=CCCC=C1.C1CC=CCCC=C1.[Ni].CN(C)C(=O)C>[CH2:13]([C:6]1[CH:7]=[CH:8][C:3]([O:2][CH3:1])=[CH:4][CH:5]=1)[CH2:14][CH2:15][CH2:16][CH2:17][CH2:18][CH2:19][CH3:20] |f:2.3.4.5,8.9.10|. Procedure details: In an argon atmosphere, 0.4 mmol (61 mg) of p-methoxyphenylboronic acid, 0.3 mmol (57 mg) of 1-bromooctane, 0.45 mmol (95 mg) of potassium phosphate, 0.015 mmol (2.6 mg) of bis(N-methylimidazole-2-yl)methane, and 0.015 mmol (4.1 mg) of bis(1,5-cyclooctadiene)nickel were mixed with 1 ml of N,N-dimethylacetamide. The resulting mixture was heated to 80° C. and then held at the same temperature for 2 hours under stirring. After the reaction was completed, the reaction mixture was allowed to stand at... Conditions: temperature 80 celsius, time 2 hour. Product: C(CCCCCCC)C1=CC=C(C=C1)OC (4-octylanisole). Starting materials: P(=O)([O-])([O-])[O-].[K+].[K+].[K+] (potassium phosphate), Cl (hydrochloric acid), COC1=CC=C(C=C1)B(O)O (p-methoxyphenylboronic acid), BrCCCCCCCC (1-bromooctane), P(=O)([O-])([O-])[O-].[K+].[K+].[K+] (potassium phosphate), CN1C(=NC=C1)CC=1N(C=CN1)C (bis(N-methylimidazole-2-yl)methane). Starting materials: OC1=CN=NC2=CC(=C(C=C12)OC)OC (4-hydroxy-6,7-dimethoxycinnoline), S(=O)(Cl)Cl (thionyl chloride). The reagents and catalysts are CN(C)C=O (DMF). Yields the product Cl.ClC1=CN=NC2=CC(=C(C=C12)OC)OC (4-chloro-6,7-dimethoxycinnoline hydrochloride). RXN SMILES: O[C:2]1[C:11]2[C:6](=[CH:7][C:8]([O:14][CH3:15])=[C:9]([O:12][CH3:13])[CH:10]=2)[N:5]=[N:4][CH:3]=1.S(Cl)([Cl:18])=O>CN(C=O)C>[ClH:18].[Cl:18][C:2]1[C:11]2[C:6](=[CH:7][C:8]([O:14][CH3:15])=[C:9]([O:12][CH3:13])[CH:10]=2)[N:5]=[N:4][CH:3]=1 |f:3.4|. Procedure: The starting material, 4-chloro-6,7-dimethoxycinnoline hydrochloride was obtained by heating a solution of 4-hydroxy-6,7-dimethoxycinnoline (1 g, 4.8 mmol) in thionyl chloride (20 ml) containing DMF (2 drops) at reflux for 3 hours. After cooling and evaporating the excess thionyl chloride, the solid was triturated with ether and filtered to give 4-chloro-6,7-dimethoxycinnoline hydrochloride (1.2 g, quantitative). The product is CC1(OC(=C(C1=O)C1=CC(=CC=C1)[N+](=O)[O-])C1=CC=C(C=C1)S(=O)(=O)C)C (2,2-dimethyl-5-{4-(methylsulfonyl)phenyl}-4-(3-nitrophenyl)-3(2H)-furanone). Yield: 52.4%. Run in C1(=CC=CC=C1)C (toluene), C(C)O (ethanol). Procedure: To a stirred solution of 4-bromo-2,2-dimethyl-5-{4-(methylsulfonyl)phenyl}-3(2H)-furanone (170 mg) in 30 ml toluene and 10 ml ethanol, were added 25 mg of tetrakis(triphenylphosphine)palladium(0), 10 ml of saturated aqueous sodium carbonate, and 120 mg of 3-nitrobenzeneboronic acid. The reaction solution was stirred at 90° C. for 12 hours. Then the solvent was removed under reduced pressure. The resulting residue was extracted with water and dichloromethane (50 ml×3). The organic layer was conce... The reagents and catalysts are C=1C=CC(=CC1)[P](C=2C=CC=CC2)(C=3C=CC=CC3)[Pd]([P](C=4C=CC=CC4)(C=5C=CC=CC5)C=6C=CC=CC6)([P](C=7C=CC=CC7)(C=8C=CC=CC8)C=9C=CC=CC9)[P](C=1C=CC=CC1)(C=1C=CC=CC1)C=1C=CC=CC1 (tetrakis(triphenylphosphine)palladium(0)). Conditions: temperature 90 celsius, time 12 hour. The reactants are BrC=1C(C(OC1C1=CC=C(C=C1)S(=O)(=O)C)(C)C)=O (4-bromo-2,2-dimethyl-5-{4-(methylsulfonyl)phenyl}-3(2H)-furanone), C([O-])([O-])=O.[Na+].[Na+] (sodium carbonate), [N+](=O)([O-])C=1C=C(C=CC1)B(O)O (3-nitrobenzeneboronic acid). As a reaction SMILES: Br[C:2]1[C:3](=[O:19])[C:4]([CH3:18])([CH3:17])[O:5][C:6]=1[C:7]1[CH:12]=[CH:11][C:10]([S:13]([CH3:16])(=[O:15])=[O:14])=[CH:9][CH:8]=1.C(=O)([O-])[O-].[Na+].[Na+].[N+:26]([C:29]1[CH:30]=[C:31](B(O)O)[CH:32]=[CH:33][CH:34]=1)([O-:28])=[O:27]>C1(C)C=CC=CC=1.C(O)C.C1C=CC([P]([Pd]([P](C2C=CC=CC=2)(C2C=CC=CC=2)C2C=CC=CC=2)([P](C2C=CC=CC=2)(C2C=CC=CC=2)C2C=CC=CC=2)[P](C2C=CC=CC=2)(C2C=CC=CC=2)C2C=CC=CC=2)(C2C=CC=CC=2)C2C=CC=CC=2)=CC=1>[CH3:17][C:4]1([CH3:18])[C:3](=[O:19])[C:2]([C:33]2[CH:32]=[CH:31][CH:30]=[C:29]([N+:26]([O-:28])=[O:27])[CH:34]=2)=[C:6]([C:7]2[CH:12]=[CH:11][C:10]([S:13]([CH3:16])(=[O:15])=[O:14])=[CH:9][CH:8]=2)[O:5]1 |f:1.2.3,^1:51,53,72,91|. Reactants: ClC1=C(C=CC(=C1F)SC(C)C)[N+](=O)[O-] (2-Chloro-3-fluoro-4-(isopropylsulphanyl)-nitrobenzene). Reagents/catalysts: O.O.O.O.O.O.[Fe](Cl)(Cl)Cl (iron trichloride hexahydrate), [Zn] (zinc). Solvent: O (water), CN(C)C=O (DMF), CCOC(=O)C (EtOAc). Conditions: temperature 100 celsius. The product is ClC1=C(N)C=CC(=C1F)SC(C)C (2-Chloro-3-fluoro-4-(isopropylsulphanyl)aniline). Isolated yield 59.7%. RXN SMILES: [Cl:1][C:2]1[C:7]([F:8])=[C:6]([S:9][CH:10]([CH3:12])[CH3:11])[CH:5]=[CH:4][C:3]=1[N+:13]([O-])=O>O.CN(C=O)C.CCOC(C)=O.O.O.O.O.O.O.[Fe](Cl)(Cl)Cl.[Zn]>[Cl:1][C:2]1[C:7]([F:8])=[C:6]([S:9][CH:10]([CH3:12])[CH3:11])[CH:5]=[CH:4][C:3]=1[NH2:13] |f:4.5.6.7.8.9.10|. Procedure: A solution of iron trichloride hexahydrate (32.7 g) in water (100 ml) was added to a mixture of 2-chloro-3-fluoro-4-(isopropylsulphanyl)nitrobenzene (Method 78; 10.07 g) and zinc dust (26.36 g) in DMF (100 ml). The mixture was heated to 100° C. for two hours and then allowed to cool to ambient temperature. It was then diluted with EtOAc (500 ml) filtered through diatomaceous earth, washed with brine (4×250 ml), dried over magnesium sulphate and volatile material was removed by evaporation to lea... Reactants: C1(CCCCCCCCCCC1)=O (cyclododecanone), Cl.Cl.CN(C)CCCON (dimethylaminopropoxyamine dihydrochloride), C(\C=C\C(=O)[O-])(=O)O (Hydrogen fumarate). Yields the product CN(C)CCCON=C1CCCCCCCCCCC1 (1-(Dimethylamino-propoxyimino)cyclododecane). Reaction SMILES: [C:1]1(=O)[CH2:12][CH2:11][CH2:10][CH2:9][CH2:8][CH2:7][CH2:6][CH2:5][CH2:4][CH2:3][CH2:2]1.Cl.Cl.[CH3:16][N:17]([CH2:19][CH2:20][CH2:21][O:22][NH2:23])[CH3:18].C(O)(=O)/C=C/C([O-])=O>>[CH3:16][N:17]([CH2:19][CH2:20][CH2:21][O:22][N:23]=[C:1]1[CH2:12][CH2:11][CH2:10][CH2:9][CH2:8][CH2:7][CH2:6][CH2:5][CH2:4][CH2:3][CH2:2]1)[CH3:18] |f:1.2.3|. Procedure details: Starting from 18.23 g. (0.1 moles) of cyclododecanone and 21.0 g. (0.11 moles) of dimethylaminopropoxyamine dihydrochloride the title compound is prepared as in Example 13. Yield: 20.9 g. (74%). Hydrogen fumarate, m.p.: 117°-118° C. Starting materials: BrCC(=O)OCC (ethyl bromoacetate), CC1(C=2C=CC(=CC2C(CC1)=O)/C=C/C1=CC=C(C(=O)OCC)C=C1)C (ethyl (E)-4-[2-(5,6,7,8-tetrahydro-5,5-dimethyl-8-oxo-2-naphthalenyl)ethenyl]-benzoate), CC1(C=2C=CC(=CC2C(CC1)=O)/C=C/C1=CC=C(C(=O)O)C=C1)C ((E)-4-[2-(5,6,7,8-tetrahydro-5,5-dimethyl-8-oxo-2-naphthalenyl)ethenyl]-benzoic acid). The reagents and catalysts are [Zn] (zinc). The solvent is C1=CC=CC=C1 (benzene), C1=CC=CC=C1 (benzene). Yields the product CC1(C=2C=CC(=CC2C(CC1)(C(=O)OCCC)O)/C=C/C1=CC=C(C(=O)OCC)C=C1)C ((+/-) Ethyl (E)-4-[2-(5,6,7,8-tetrahydro-5,5-dimethyl-8-hydroxy-8-(methylcarbethoxy)naphthalen-2-yl)ethenyl]benzoate). As a reaction SMILES: [CH3:1][C:2]1([CH3:26])[CH2:11][CH2:10][C:9](=[O:12])[C:8]2[CH:7]=[C:6](/[CH:13]=[CH:14]/[C:15]3[CH:25]=[CH:24][C:18]([C:19]([O:21][CH2:22][CH3:23])=[O:20])=[CH:17][CH:16]=3)[CH:5]=[CH:4][C:3]1=2.CC1(C)CCC(=O)C2C=C(/C=C/C3C=[CH:48][C:44]([C:45]([OH:47])=O)=CC=3)C=CC1=2.BrC[C:53](OCC)=[O:54]>C1C=CC=CC=1.[Zn]>[CH3:26][C:2]1([CH3:1])[CH2:11][CH2:10][C:9]([OH:12])([C:53]([O:47][CH2:45][CH2:44][CH3:48])=[O:54])[C:8]2[CH:7]=[C:6](/[CH:13]=[CH:14]/[C:15]3[CH:16]=[CH:17][C:18]([C:19]([O:21][CH2:22][CH3:23])=[O:20])=[CH:24][CH:25]=3)[CH:5]=[CH:4][C:3]1=2. Reported procedure: To a refluxing solution of 0.75 g (11.5 mmol) of granular zinc in 5.0 mL of benzene was added a solution of ethyl (E)-4-[2-(5,5-dimethyl-5,6,-dihydro-naphthalen-8(7H)-one-2-yl)ethenyl]-benzoate (Compound A2) in 5.0 mL of benzene followed by 0.27 g (0.18 mmol) of ethyl bromoacetate. The resulting mixture was refluxed for 24 h. The reaction was cooled, filtered through celite. The filtrate was washed with 10% HCl, sat. aqueous NaHCO3 and brine. The organic phase was dried over Na2SO4 and concentra...